describe an organic reaction: reactants, conditions, products, and yield From a dataset of the Open Reaction Database (ORD), a public repository of structured organic reaction records. RXN SMILES: [N:1]([CH2:4][CH:5]1[CH2:9][CH2:8][CH:7]([CH2:10][N:11]=[N+]=[N-])[O:6]1)=[N+]=[N-]>CO.[Pd]>[NH2:1][CH2:4][CH:5]1[CH2:9][CH2:8][CH:7]([CH2:10][NH2:11])[O:6]1. Procedure details: Methanesulphonyl chloride (307.8 g, 2.7 mol) is added dropwise to a solution of tetrahydrofuran-2,5-dimethanol (118.8 g, 900 mmol) and of triethylamine (454.5 g, 4500 mmol) in 1.54 L of dichloromethane at 0° C. The reaction medium is maintained at 0° C. for 1 hour, ice-cold water is then added and the organic phase is separated out and washed with 500 mL of dilute (1 M) hydrochloric acid solution. The organic phase is separated out and then washed with 500 mL of saturated aqueous NaHCO3 solution... Reagents/catalysts: [Pd] (Pd-C). The reactants are N(=[N+]=[N-])CC1OC(CC1)CN=[N+]=[N-] (2,5-bis(azidomethyl)tetrahydrofuran). Yields the product NCC1OC(CC1)CN (2,5-bis(aminomethyl)tetrahydrofuran). Solvent: CO (methanol). The yield is 75.6%. The reactants are BrC=1C=CC=2N3C4=C(C=C(C=C4C2C1)O)C(C=C3)=O (10-bromo-2-hydroxy-4H-pyrido[3,2,1-jk]carbazole-4-one), ice water, C([O-])([O-])=O.[K+].[K+] (potassium carbonate), BrCC(=O)OC(C)(C)C (t-butyl bromoacetate). The solvent is CS(=O)C (dimethyl sulfoxide). Run at time 30 minute. Yields the product BrC=1C=CC=2N3C4=C(C=C(C=C4C2C1)OCC(=O)OC(C)(C)C)C(C=C3)=O (10-bromo-2-t-butoxycarbonylmethyloxy-4H-pyrido[3,2,1-jk]carbazole-4-one). Yield: 68.0%. RXN SMILES: [Br:1][C:2]1[CH:3]=[CH:4][C:5]2[N:6]3[CH:18]=[CH:17][C:16](=[O:19])[C:8]4[CH:9]=[C:10]([OH:15])[CH:11]=[C:12]([C:13]=2[CH:14]=1)[C:7]3=4.C(=O)([O-])[O-].[K+].[K+].Br[CH2:27][C:28]([O:30][C:31]([CH3:34])([CH3:33])[CH3:32])=[O:29]>CS(C)=O>[Br:1][C:2]1[CH:3]=[CH:4][C:5]2[N:6]3[CH:18]=[CH:17][C:16](=[O:19])[C:8]4[CH:9]=[C:10]([O:15][CH2:27][C:28]([O:30][C:31]([CH3:34])([CH3:33])[CH3:32])=[O:29])[CH:11]=[C:12]([C:13]=2[CH:14]=1)[C:7]3=4 |f:1.2.3|. Procedure: 10-bromo-2-hydroxy-4H-pyrido[3,2,1-jk]carbazole-4-one (2.5 g) obtained in Example 59 was suspended in dimethyl sulfoxide (120 ml), and potassium carbonate (2.2 g) was added to the suspension. The mixture was stirred at room temperature for 30 minutes and t-butyl bromoacetate (1.4 ml) was added to the mixture. The mixture was stirred at room temperature for 12 hours, and the reaction mixture was poured into ice water (900 ml), and the crystals precipitated were recovered by filtration. The crude ...